describe an organic reaction: reactants, conditions, products, and yield From a dataset of the Open Reaction Database (ORD), a public repository of structured organic reaction records. Starting materials: Cl.C1(CC1)COC1=C(C=C(C=C1)C)C1=C2C(=NC=C1)C(=C(N2)C)C(=O)NC2CCNCC2 (7-[2-(cyclopropylmethoxy)-5-methylphenyl]-2-methyl-N-(piperidin-4-yl)-1H-pyrrolo[3,2-b]pyridine-3-carboxamide hydrochloride), C(CC)(=O)Cl (propionyl chloride). The product is C1(CC1)COC1=C(C=C(C=C1)C)C1=C2C(=NC=C1)C(=C(N2)C)C(=O)NC2CCN(CC2)C(CC)=O (7-[2-(Cyclopropylmethoxy)-5-methylphenyl]-2-methyl-N-(1-propanoylpiperidin-4-yl)-1H-pyrrolo[3,2-b]pyridine-3-carboxamide). Reaction SMILES: Cl.[CH:2]1([CH2:5][O:6][C:7]2[CH:12]=[CH:11][C:10]([CH3:13])=[CH:9][C:8]=2[C:14]2[CH:19]=[CH:18][N:17]=[C:16]3[C:20]([C:24]([NH:26][CH:27]4[CH2:32][CH2:31][NH:30][CH2:29][CH2:28]4)=[O:25])=[C:21]([CH3:23])[NH:22][C:15]=23)[CH2:4][CH2:3]1.[C:33](Cl)(=[O:36])[CH2:34][CH3:35]>>[CH:2]1([CH2:5][O:6][C:7]2[CH:12]=[CH:11][C:10]([CH3:13])=[CH:9][C:8]=2[C:14]2[CH:19]=[CH:18][N:17]=[C:16]3[C:20]([C:24]([NH:26][CH:27]4[CH2:28][CH2:29][N:30]([C:33](=[O:36])[CH2:34][CH3:35])[CH2:31][CH2:32]4)=[O:25])=[C:21]([CH3:23])[NH:22][C:15]=23)[CH2:4][CH2:3]1 |f:0.1|. Procedure details: Starting from 7-[2-(cyclopropylmethoxy)-5-methylphenyl]-2-methyl-N-(piperidin-4-yl)-1H-pyrrolo[3,2-b]pyridine-3-carboxamide hydrochloride (example D.f18) and commercially available propionyl chloride the title compound is obtained as colorless solid. Reactants: solution, 6, CC1([C@@H](N2[C@H](S1)[C@@H](C2=O)N)C(=O)O)C (amino penicillanic acid), P(=O)([O-])([O-])[O-] (phosphate), N=C=N (carbodiimide), CC1([C@@H](N2[C@H](S1)[C@@H](C2=O)N)C(=O)O)C (amino penicillanic acid). Solvent: O (water). Conditions: temperature 4 celsius. Product: CC1([C@@H](N2[C@H](S1)CC2=O)C(=O)O)C (penicillanic acid). Reaction SMILES: [CH3:1][C:2]1([CH3:14])[S:6][C@@H:5]2[C@H:7](N)[C:8](=[O:9])[N:4]2[C@H:3]1[C:11]([OH:13])=[O:12].P([O-])([O-])([O-])=O.N=C=N>O>[CH3:1][C:2]1([CH3:14])[S:6][C@@H:5]2[CH2:7][C:8](=[O:9])[N:4]2[C@H:3]1[C:11]([OH:13])=[O:12]. Procedure details: A conjugate of penicillanic acid and peroxidase was prepared as follows. An alkaline solution (pH=9.0) containing 28.1 mg 6 amino penicillanic acid is mixed with a phosphate buffered peroxidase solution containing 8.8 mg peroxidase and 8.2 mg carbodiimide in water. The reaction mixture is maintained at 4° C. for 24 hours while stirring. As a result, the peroxidase and 6 amino penicillanic acid became covalently linked. The conjugate solution is next dialyzed against 0.05 M phosphate buffered sal... Starting materials: N1=C(C=CC=C1)[C@@H](C)O ((1R)-1-pyridin-2-ylethanol), CS(=O)(=O)Cl (methanesulfonyl chloride). The reagents and catalysts are CN(C1=CC=NC=C1)C (4-(dimethylamino)pyridine). Solvent: ClCCl (dichloromethane). The product is CS(=O)(=O)O[C@H](C)C1=NC=CC=C1 ((1R)-1-Pyridin-2-ylethyl methanesulfonate). Yield: 81.0%. RXN SMILES: [N:1]1[CH:6]=[CH:5][CH:4]=[CH:3][C:2]=1[C@H:7]([OH:9])[CH3:8].[CH3:10][S:11](Cl)(=[O:13])=[O:12]>ClCCl.CN(C)C1C=CN=CC=1>[CH3:10][S:11]([O:9][C@@H:7]([C:2]1[CH:3]=[CH:4][CH:5]=[CH:6][N:1]=1)[CH3:8])(=[O:13])=[O:12]. Procedure: To a stirred solution of 0.27 g (2.2 mmol) of commercially available (1R)-1-pyridin-2-ylethanol in 5 mL of anhydrous dichloromethane was added 0.53 g (4.3 mmol) of 4-(dimethylamino)pyridine followed by 0.20 mL (2.6 mmol) of methanesulfonyl chloride. The resulting mixture was stirred with gradual warming to ambient temperature over 1 h. The resulting mixture was quenched with water and extracted with dichloromethane. The combined organics were washed with brine, dried over magnesium sulfate, filt... Starting materials: FC(C(=O)O)(F)F (trifluoroacetic acid), C(C)(C)(C)OC(=O)NC(C)C1=CC=C(C=C1)N1C(C(CC1)C1=CC=C(C=C1)CCC(=O)OC)=O (1-[4-[1-[(tert.butyloxycarbonyl)-amino]ethyl]-phenyl]-3-[4-(2-methoxycarbonyl-ethyl)-phenyl]-pyrrolidin-2-one). Solvent: C(Cl)Cl (methylene chloride). Product: NC(C)C1=CC=C(C=C1)N1C(C(CC1)C1=CC=C(C=C1)CCC(=O)OC)=O (1-[4-(1-Aminoethyl)-phenyl]-3-[4-(2-methoxycarbonyl-ethyl)-phenyl]-pyrrolidin-2-one). RXN SMILES: C(OC([NH:8][CH:9]([C:11]1[CH:16]=[CH:15][C:14]([N:17]2[CH2:21][CH2:20][CH:19]([C:22]3[CH:27]=[CH:26][C:25]([CH2:28][CH2:29][C:30]([O:32][CH3:33])=[O:31])=[CH:24][CH:23]=3)[C:18]2=[O:34])=[CH:13][CH:12]=1)[CH3:10])=O)(C)(C)C.FC(F)(F)C(O)=O>C(Cl)Cl>[NH2:8][CH:9]([C:11]1[CH:12]=[CH:13][C:14]([N:17]2[CH2:21][CH2:20][CH:19]([C:22]3[CH:23]=[CH:24][C:25]([CH2:28][CH2:29][C:30]([O:32][CH3:33])=[O:31])=[CH:26][CH:27]=3)[C:18]2=[O:34])=[CH:15][CH:16]=1)[CH3:10]. Procedure: Prepared from 1-[4-[1-[(tert.butyloxycarbonyl)-amino]ethyl]-phenyl]-3-[4-(2-methoxycarbonyl-ethyl)-phenyl]-pyrrolidin-2-one by stirring for 2 hours in a 1:1 mixture of methylene chloride and trifluoroacetic acid. Reactants: C(C)OC(=O)C1=NC(=NC=C1)C(CBr)=O (4-Ethoxycarbonyl-2-(α-bromoacetyl)pyrimidine), C(C)OC=1C=C(C(=S)N)C=CC1OCC (3,4-diethoxythiobenzamide). Product: C(C)OC=1C=C(C=CC1OCC)C=1SC=C(N1)C1=NC=CC(=N1)C(=O)O (2-(3,4-diethoxyphenyl)-4-(4-carboxy-2-pyrimidyl)thiazole). As a reaction SMILES: C([O:3][C:4]([C:6]1[CH:11]=[CH:10][N:9]=[C:8]([C:12](=O)[CH2:13]Br)[N:7]=1)=[O:5])C.[CH2:16]([O:18][C:19]1[CH:20]=[C:21]([CH:25]=[CH:26][C:27]=1[O:28][CH2:29][CH3:30])[C:22]([NH2:24])=[S:23])[CH3:17]>>[CH2:16]([O:18][C:19]1[CH:20]=[C:21]([C:22]2[S:23][CH:13]=[C:12]([C:8]3[N:7]=[C:6]([C:4]([OH:3])=[O:5])[CH:11]=[CH:10][N:9]=3)[N:24]=2)[CH:25]=[CH:26][C:27]=1[O:28][CH2:29][CH3:30])[CH3:17]. Procedure details: 4-Ethoxycarbonyl-2-(α-bromoacetyl)pyrimidine and 3,4-diethoxythiobenzamide were subjected to the same reaction as in Example 1 and then to the same hydrolysis as in Example 147 to obtain 2-(3,4-diethoxyphenyl)-4-(4-carboxy-2-pyrimidyl)thiazole. Reactants: FC1=C(C=CC2=C1C(=C(O2)C2=CC=C(C=C2)Br)C(=O)NC)O (4-fluoro-2-(4-bromophenyl)-5-hydroxy-N-methylbenzofuran-3-carboxamide), BrC(C)C (2-bromopropane), C([O-])([O-])=O.[Cs+].[Cs+] (cesium carbonate). Solvent: CN1C(CCC1)=O (N-methylpyrrolidinone). Run at temperature 50 celsius. The product is FC1=C(C=CC2=C1C(=C(O2)C2=CC=C(C=C2)Br)C(=O)NC)OC(C)C (4-Fluoro-2-(4-bromophenyl)-5-isopropoxy-N-methylbenzofuran-3-carboxamide). Reaction SMILES: [F:1][C:2]1[C:7]2[C:8]([C:18]([NH:20][CH3:21])=[O:19])=[C:9]([C:11]3[CH:16]=[CH:15][C:14]([Br:17])=[CH:13][CH:12]=3)[O:10][C:6]=2[CH:5]=[CH:4][C:3]=1[OH:22].Br[CH:24]([CH3:26])[CH3:25].C(=O)([O-])[O-].[Cs+].[Cs+]>CN1CCCC1=O>[F:1][C:2]1[C:7]2[C:8]([C:18]([NH:20][CH3:21])=[O:19])=[C:9]([C:11]3[CH:12]=[CH:13][C:14]([Br:17])=[CH:15][CH:16]=3)[O:10][C:6]=2[CH:5]=[CH:4][C:3]=1[O:22][CH:24]([CH3:26])[CH3:25] |f:2.3.4|. Reported procedure: To a mixture of 4-fluoro-2-(4-bromophenyl)-5-hydroxy-N-methylbenzofuran-3-carboxamide (0.17 g, 0.467 mmol, 1 eq), 2-bromopropane (0.18 ml, 1.46 mmol, 3.1 eq), and cesium carbonate (0.46 g, 1.41 mmol, 3 eq) in N-methylpyrrolidinone in a sealed tube was heated at 50° C. for 16 h. The reaction mixture was cooled to r.t., and the inorganic was removed by filtration. The filtrate was diluted with water, and the product extracted into EtOAc. The organic was washed with saturated brine solution, filter... Product: C1(CC1)C1=C(N=C(C(=N1)N[C@H]1[C@H](CC2=CC=CC=C12)OCC)CC)C1=C(C=C(C=C1)Cl)Cl (6-cyclopropyl-5-(2,4-dichlorophenyl)-N-[(1R,2S)-2-ethoxy-2,3-dihydro-1H-inden-1-yl]-3-ethylpyrazin-2-amine). Reactants: ClC1=C(C=CC(=C1)Cl)C=1N=C(C(=NC1CC)N[C@H]1[C@H](CC2=CC=CC=C12)OCC)CC (5-(2,4-dichlorophenyl)-N-[(1R,2S)-2-ethoxy-2,3-dihydro-1H-inden-1-yl]-3,6-diethylpyrazin-2-amine), C1(CC1)C1=C(N=C(C(=N1)N[C@H]1[C@H](CC2=CC=CC=C12)O)CC)C1=C(C=C(C=C1)Cl)Cl ((1R,2S)-1-{[6-cyclopropyl-5-(2,4-dichlorophenyl)-3-ethylpyrazin-2-yl]amino}-2,3-dihydro-1H-inden-2-ol). Reported procedure: Following the procedure for the preparation of 5-(2,4-dichlorophenyl)-N-[(1R,2S)-2-ethoxy-2,3-dihydro-1H-inden-1-yl]-3,6-diethylpyrazin-2-amine but substituting (1R,2S)-1-{[6-cyclopropyl-5-(2,4-dichlorophenyl)-3-ethylpyrazin-2-yl]amino}-2,3-dihydro-1H-inden-2-ol and making non-critical variations provided the title compound as a solid: 1H NMR (CDCl3) δ 0.82-1.33, 1.58-1.71, 2.68-2.76, 3.06-3.19, 3.41-3.51, 3.65-3.75, 4.32-4.36, 5.52-5.54, 5.71-5.76, 7.23-7.52; MS (ESI+) for C26H27Cl2N3O m/z 469 ... As a reaction SMILES: [Cl:1][C:2]1[CH:7]=[C:6]([Cl:8])[CH:5]=[CH:4][C:3]=1[C:9]1[N:10]=[C:11]([CH2:30][CH3:31])[C:12]([NH:17][C@@H:18]2[C:26]3[C:21](=[CH:22][CH:23]=[CH:24][CH:25]=3)[CH2:20][C@@H:19]2[O:27][CH2:28][CH3:29])=[N:13][C:14]=1[CH2:15][CH3:16].[CH:32]1(C2N=C(N[C@@H]3C4C(=CC=CC=4)C[C@@H]3O)C(CC)=NC=2C2C=CC(Cl)=CC=2Cl)CC1>>[CH:15]1([C:14]2[N:13]=[C:12]([NH:17][C@@H:18]3[C:26]4[C:21](=[CH:22][CH:23]=[CH:24][CH:25]=4)[CH2:20][C@@H:19]3[O:27][CH2:28][CH3:29])[C:11]([CH2:30][CH3:31])=[N:10][C:9]=2[C:3]2[CH:4]=[CH:5][C:6]([Cl:8])=[CH:7][C:2]=2[Cl:1])[CH2:32][CH2:16]1.